This data is from the Open Reaction Database (ORD), a public repository of structured organic reaction records. The task is: describe an organic reaction: reactants, conditions, products, and yield Reaction SMILES: [C:1]1([CH3:7])[CH:6]=[CH:5][CH:4]=[CH:3][CH:2]=1.Cl(O)(=O)=O.[CH2:12](O)[CH3:13]>>[CH2:12]=[CH:7][C:1]1[CH:6]=[CH:5][CH:4]=[CH:3][CH:2]=1.[CH2:12]=[CH2:13] |f:1.2,3.4|. Reported procedure: 5 ml (50 μmol of Ti) of toluene solution in which the metallocene was dissolved were added thereto while vigorously agitating. After agitating for 2 hours, 10 wt % of chloric acid-ethanol solution was added to terminate a reaction and the reactant was filtered, washed with ethanol and dried in a vacuum oven of 50° C. to obtain a final styrene/ethylene copolymer. Yields the product C=CC1=CC=CC=C1.C=C (styrene ethylene). Run in metallocene. Starting materials: C1(=CC=CC=C1)C (toluene), Cl(=O)(=O)O.C(C)O (chloric acid ethanol). Starting materials: BrC1(COCC1)C(=O)OC (methyl 3-bromotetrahydrofuran-3-carboxylate), C(O)([O-])=O.[Na+] (sodium hydrogencarbonate), [H-].[Na+] (sodium hydride), C(CC#N)#N (malononitrile). Solvent: C1CCOC1 (THF), C1CCOC1 (THF). Run at time 6 hour. Product: C(#N)C(C1(COCC1)C(=O)OC)C#N (methyl 3-(dicyanomethyl)tetrahydrofuran-3-carboxylate). RXN SMILES: [H-].[Na+].[C:3](#[N:7])[CH2:4][C:5]#[N:6].Br[C:9]1([C:14]([O:16][CH3:17])=[O:15])[CH2:13][CH2:12][O:11][CH2:10]1.C(=O)([O-])O.[Na+]>C1COCC1>[C:5]([CH:4]([C:3]#[N:7])[C:9]1([C:14]([O:16][CH3:17])=[O:15])[CH2:13][CH2:12][O:11][CH2:10]1)#[N:6] |f:0.1,4.5|. Procedure: 440 mg (11.00 mmol) of sodium hydride (60% in mineral oil) were initially charged in 30 ml of THF, and 726 mg (11.00 mmol) of malononitrile were added in portions. Thereafter, 2.3 g (11.00 mmol) of the compound obtained in example 11A in THF (50 ml) were added. The mixture was stirred at RT for 6 h and then heated to 50° C. overnight. After cooling, the mixture was admixed with saturated aqueous sodium hydrogencarbonate solution and extracted three times with ethyl acetate. The combined organic ...